This data is from the Open Reaction Database (ORD), a public repository of structured organic reaction records. The task is: describe an organic reaction: reactants, conditions, products, and yield Starting materials: Nc1ncc(Br)cc1-c1nc2ncccc2o1, C1COCCO1, CN(C)CCNC(=O)c1ccc(B2OC(C)(C)C(C)(C)O2)cc1, C1CCC(P(C2CCCCC2)C2CCCCC2)CC1, [K+], [K+], [K+], O, O=P([O-])([O-])[O-]. The product is CN(C)CCNC(=O)c1ccc(-c2cnc(N)c(-c3nc4ncccc4o3)c2)cc1. RXN SMILES: [Br:28][c:29]1[cH:30][c:31](-[c:36]2[o:37][c:38]3[c:39]([n:40][cH:41][cH:42][cH:43]3)[n:44]2)[c:32]([NH2:35])[n:33][cH:34]1.[CH2:68]1[O:69][CH2:70][CH2:71][O:72][CH2:73]1.[CH3:45][N:46]([CH2:47][CH2:48][NH:49][C:50]([c:51]1[cH:52][cH:53][c:54]([B:57]2[O:58][C:59]([CH3:60])([CH3:61])[C:62]([CH3:63])([CH3:64])[O:65]2)[cH:55][cH:56]1)=[O:66])[CH3:67].[CH:1]1([P:2]([CH:3]2[CH2:4][CH2:5][CH2:6][CH2:7][CH2:8]2)[CH:9]2[CH2:10][CH2:11][CH2:12][CH2:13][CH2:14]2)[CH2:15][CH2:16][CH2:17][CH2:18][CH2:19]1.[K+:25].[K+:26].[K+:27].[OH2:74].[P:20]([O-:21])([O-:22])([O-:23])=[O:24]>>[c:29]1(-[c:54]2[cH:53][cH:52][c:51]([C:50]([NH:49][CH2:48][CH2:47][N:46]([CH3:45])[CH3:67])=[O:66])[cH:56][cH:55]2)[cH:30][c:31](-[c:36]2[o:37][c:38]3[c:39]([n:40][cH:41][cH:42][cH:43]3)[n:44]2)[c:32]([NH2:35])[n:33][cH:34]1. Starting materials: [Br-], CCCCCC(C)=CCC=C(C)CBr, CC[Mg+], [Cl-], [Cl-], C#CCCCCCCCl, [NH4+], C1CCOC1. Product: CCCCCC(C)=CCC=C(C)CC#CCCCCCCCl. Reaction SMILES: [Br-:10].[Br:15][CH2:16][C:17](=[CH:18][CH2:19][CH:20]=[C:21]([CH2:22][CH2:23][CH2:24][CH2:25][CH3:26])[CH3:27])[CH3:28].[CH2:11]([Mg+:12])[CH3:13].[Cl-:14].[Cl-:29].[Cl:1][CH2:2][CH2:3][CH2:4][CH2:5][CH2:6][CH2:7][C:8]#[CH:9].[NH4+:30].[O:31]1[CH2:32][CH2:33][CH2:34][CH2:35]1>>[Cl:1][CH2:2][CH2:3][CH2:4][CH2:5][CH2:6][CH2:7][C:8]#[C:9][CH2:16][C:17](=[CH:18][CH2:19][CH:20]=[C:21]([CH2:22][CH2:23][CH2:24][CH2:25][CH3:26])[CH3:27])[CH3:28]. The reactants are [BH4-].[Na+] (NaBH4), CC=1C=CC(=C(C(=O)OC(C)(C)C)C1)NC(C(F)(F)F)=O (tert-butyl 5-methyl-2-(2,2,2-trifluoroacetamido)benzoate), O (Water). The solvent is C(C)O (ethanol). Conditions: time 3 hour. Yields the product NC1=C(C(=O)OC(C)(C)C)C=C(C=C1)C (tert-Butyl 2-amino-5-methylbenzoate). The yield is 91.0%. As a reaction SMILES: [CH3:1][C:2]1[CH:3]=[CH:4][C:5]([NH:15]C(=O)C(F)(F)F)=[C:6]([CH:14]=1)[C:7]([O:9][C:10]([CH3:13])([CH3:12])[CH3:11])=[O:8].[BH4-].[Na+].O>C(O)C>[NH2:15][C:5]1[CH:4]=[CH:3][C:2]([CH3:1])=[CH:14][C:6]=1[C:7]([O:9][C:10]([CH3:13])([CH3:12])[CH3:11])=[O:8] |f:1.2|. Reported procedure: To a suspension of tert-butyl 5-methyl-2-(2,2,2-trifluoroacetamido)benzoate (19.78 mmol, 6.0 g) in ethanol (19 ml) was cooled with a water-iced bath. NaBH4 (39.57 mmol, 1.50 g) was added in portions and the mixture was stirred at room temperature for 3 hours. Water (40 ml) was added slowly and evaporated. The solid was dissolved with CHCl3 and washed with water and brine. The organic phase was evaporated affording 3.73 g (yield 91%) of the expected product. Starting materials: CCN, Clc1nc2ccc(-c3c(-c4ccccc4)ncn3C3CCCCC3)cc2s1. Product: NCCc1nc2ccc(-c3c(-c4ccccc4)ncn3C3CCCCC3)cc2s1. RXN SMILES: [CH2:28]([CH3:29])[NH2:30].[Cl:1][c:2]1[s:3][c:4]2[c:5]([n:6]1)[cH:7][cH:8][c:9](-[c:11]1[c:12](-[c:22]3[cH:23][cH:24][cH:25][cH:26][cH:27]3)[n:13][cH:14][n:15]1[CH:16]1[CH2:17][CH2:18][CH2:19][CH2:20][CH2:21]1)[cH:10]2>>[c:2]1([CH2:29][CH2:28][NH2:30])[s:3][c:4]2[c:5]([n:6]1)[cH:7][cH:8][c:9](-[c:11]1[c:12](-[c:22]3[cH:23][cH:24][cH:25][cH:26][cH:27]3)[n:13][cH:14][n:15]1[CH:16]1[CH2:17][CH2:18][CH2:19][CH2:20][CH2:21]1)[cH:10]2. Reactants: COC1=CC=C(C=CC=O)C=C1 (p-methoxycinnamaldehyde), C(C)(C)[N-]C(C)C.[Li+] (lithium diisopropylamide), CC1=NC=CN=C1 (2-methylpyrazine). Solvent: O1CCCC1 (tetrahydrofuran), O1CCCC1 (tetrahydofuran), O1CCCC1 (tetrahydrofuran). The product is OC(CC1=NC=CN=C1)C=CC1=CC=C(C=C1)OC (2-(2-Hydroxy-4-p-methoxyphenyl-3-buten-1-yl)pyrazine). Reaction SMILES: C([N-]C(C)C)(C)C.[Li+].[CH3:9][C:10]1[CH:15]=[N:14][CH:13]=[CH:12][N:11]=1.[CH3:16][O:17][C:18]1[CH:27]=[CH:26][C:21]([CH:22]=[CH:23][CH:24]=[O:25])=[CH:20][CH:19]=1>O1CCCC1>[OH:25][CH:24]([CH:23]=[CH:22][C:21]1[CH:20]=[CH:19][C:18]([O:17][CH3:16])=[CH:27][CH:26]=1)[CH2:9][C:10]1[CH:15]=[N:14][CH:13]=[CH:12][N:11]=1 |f:0.1|. Reported procedure: To a solution of lithium diisopropylamide (1.5 Molar, 73.3 mL, 0.11 mole) in 150 mL of tetrahydofuran at -78° C. is added slowly to a solution of 2-methylpyrazine (9.4 g, 0.1 mole) in 100 mL of tetrahydrofuran. The mixture is allowed to warm to room temperature and then cooled to -78° C. A solution of p-methoxycinnamaldehyde (17.8 g, 0.11 mole) in 100 mL of tetrahydrofuran is added dropwise over 15 minutes. The reaction product mixture is then worked up according to the procedure of Example I to... Reactants: F[B-](F)(F)F, CCOC(C)=O, CCN(C(C)C)C(C)C, CCCCCCCNCc1ccc(F)cc1F, [Na+], CN(C)C=O, O=C(O)CCc1ccc(O)cc1, O=C([O-])O, CN(C)C(On1nnc2ccccc21)=[N+](C)C. Product: CCCCCCCN(Cc1ccc(F)cc1F)C(=O)CCc1ccc(O)cc1. As a reaction SMILES: [B-:30]([F:31])([F:32])([F:33])[F:34].[CH3:71][CH2:72][O:73][C:74](=[O:75])[CH3:76].[CH:52]([N:53]([CH2:54][CH3:55])[CH:56]([CH3:57])[CH3:58])([CH3:59])[CH3:60].[F:13][c:14]1[c:15]([CH2:16][NH:17][CH2:18][CH2:19][CH2:20][CH2:21][CH2:22][CH2:23][CH3:24])[cH:25][cH:26][c:27]([F:29])[cH:28]1.[Na+:61].[O:66]=[CH:67][N:68]([CH3:69])[CH3:70].[OH:1][c:2]1[cH:3][cH:4][c:5]([CH2:8][CH2:9][C:10](=[O:11])[OH:12])[cH:6][cH:7]1.[OH:62][C:63](=[O:64])[O-:65].[n:35]1([O:36][C:37]([N:38]([CH3:39])[CH3:40])=[N+:41]([CH3:42])[CH3:43])[c:44]2[cH:45][cH:46][cH:47][cH:48][c:49]2[n:50][n:51]1>>[OH:1][c:2]1[cH:3][cH:4][c:5]([CH2:8][CH2:9][C:10](=[O:12])[N:17]([CH2:16][c:15]2[c:14]([F:13])[cH:28][c:27]([F:29])[cH:26][cH:25]2)[CH2:18][CH2:19][CH2:20][CH2:21][CH2:22][CH2:23][CH3:24])[cH:6][cH:7]1. RXN SMILES: [CH3:1][O:2][C:3]([CH:4]([CH2:5][c:6]1[cH:7][cH:8][c:9](-[c:12]2[cH:13][cH:14][c:15]([C:18]#[N:19])[cH:16][cH:17]2)[cH:10][cH:11]1)[NH:20][C:21](=[O:22])[CH:23]1[N:24]([S:53](=[O:54])(=[O:55])[c:56]2[cH:57][n:58][c:59]([NH:61][C:62](=[O:63])[CH3:64])[s:60]2)[CH2:25][c:26]2[cH:27][c:28]3[c:29]([cH:30][c:31]2[CH2:32]1)[O:33][CH2:34][CH:35]([c:37]1[cH:38][cH:39][c:40]([O:43][CH2:44][c:45]2[cH:46][c:47]([Cl:52])[c:48]([Cl:51])[cH:49][cH:50]2)[cH:41][cH:42]1)[O:36]3)=[O:65].[ClH:66]>>[CH3:1][O:2][C:3]([CH:4]([CH2:5][c:6]1[cH:7][cH:8][c:9](-[c:12]2[cH:13][cH:14][c:15]([C:18]#[N:19])[cH:16][cH:17]2)[cH:10][cH:11]1)[NH:20][C:21](=[O:22])[CH:23]1[N:24]([S:53](=[O:54])(=[O:55])[c:56]2[cH:57][n:58][c:59]([NH2:61])[s:60]2)[CH2:25][c:26]2[cH:27][c:28]3[c:29]([cH:30][c:31]2[CH2:32]1)[O:33][CH2:34][CH:35]([c:37]1[cH:38][cH:39][c:40]([O:43][CH2:44][c:45]2[cH:46][c:47]([Cl:52])[c:48]([Cl:51])[cH:49][cH:50]2)[cH:41][cH:42]1)[O:36]3)=[O:65]. Product: COC(=O)C(Cc1ccc(-c2ccc(C#N)cc2)cc1)NC(=O)C1Cc2cc3c(cc2CN1S(=O)(=O)c1cnc(N)s1)OC(c1ccc(OCc2ccc(Cl)c(Cl)c2)cc1)CO3. Starting materials: COC(=O)C(Cc1ccc(-c2ccc(C#N)cc2)cc1)NC(=O)C1Cc2cc3c(cc2CN1S(=O)(=O)c1cnc(NC(C)=O)s1)OC(c1ccc(OCc2ccc(Cl)c(Cl)c2)cc1)CO3, Cl. Starting materials: COS(=O)(=O)OC (dimethylsulfate), O1CCCC1 (tetrahydrofuran), BrC1=CC=C2OC=3CCC(CC3C(C2=C1)=O)O (7-bromo-2-hydroxy-1,2,3,4-tetrahydro-9-oxo-xanthene), [OH-].[Na+] (sodium hydroxide). Solvent: O (water), C(Cl)(Cl)Cl (chloroform). Reaction conditions: temperature 50 celsius, time 1 hour. The product is BrC1=CC=C2OC=3CCC(CC3C(C2=C1)=O)OC (7-bromo-2-methoxy-1,2,3,4-tetrahydro-9-xanthone). Isolated yield 62.6%. RXN SMILES: O1CCC[CH2:2]1.[Br:6][C:7]1[CH:20]=[C:19]2[C:10]([O:11][C:12]3[CH2:13][CH2:14][CH:15]([OH:22])[CH2:16][C:17]=3[C:18]2=[O:21])=[CH:9][CH:8]=1.[OH-].[Na+].COS(OC)(=O)=O>O.C(Cl)(Cl)Cl>[Br:6][C:7]1[CH:20]=[C:19]2[C:10]([O:11][C:12]3[CH2:13][CH2:14][CH:15]([O:22][CH3:2])[CH2:16][C:17]=3[C:18]2=[O:21])=[CH:9][CH:8]=1 |f:2.3|. Reported procedure: To 100 ml of an anhydrous tetrahydrofuran solution containing 5.9 g of 7-bromo-2-hydroxy-1,2,3,4-tetrahydro-9-xanthone obtained in Example 67 was added 1.1 g of sodium hydroxide (as 55% dispersed in an oil). The mixture was stirred at 50° C. for 1 hour to which was then added dropwise 3.3 g of dimethylsulfate. The resulting mixture was agitated at 60° C. for 1.5 hours. After completion of the reaction, the solvent was removed by distillation to give a residue to which were added chloroform and w... Starting materials: Cl.C(CCCCCCC)C1=CC=C(C(=N)N)C=C1 (4-octylbenzamidine hydrochloride), COC(C(=O)OC)C(=O)OC (dimethyl methoxymalonate). The solvent is C(C)(=O)O (acetic acid). Product: OC1=NC(=NC(=C1OC)O)C1=CC=C(C=C1)CCCCCCCC (4,6-dihydroxy-5-methoxy-2-(4-octylphenyl)pyrimidine). The yield is 89.3%. Reaction SMILES: Cl.[CH2:2]([C:10]1[CH:18]=[CH:17][C:13]([C:14]([NH2:16])=[NH:15])=[CH:12][CH:11]=1)[CH2:3][CH2:4][CH2:5][CH2:6][CH2:7][CH2:8][CH3:9].[CH3:19][O:20][CH:21]([C:26](OC)=[O:27])[C:22](OC)=[O:23]>C(O)(=O)C>[OH:23][C:22]1[C:21]([O:20][CH3:19])=[C:26]([OH:27])[N:16]=[C:14]([C:13]2[CH:12]=[CH:11][C:10]([CH2:2][CH2:3][CH2:4][CH2:5][CH2:6][CH2:7][CH2:8][CH3:9])=[CH:18][CH:17]=2)[N:15]=1 |f:0.1|. Reported procedure: Metal sodium (23.4 g, 1.02 mol) was added to methanol (500 ml) to obtain sodium methoxide, followed by adding thereto 4-octylbenzamidine hydrochloride (84 g, 0.31 mol) and dimethyl methoxymalonate (55 g, 0.31 mol), refluxing the mixture for 8 hours, pouring the reaction mixture in acetic acid (500 ml), filtering off deposited crystals, washing them with water and drying to obtain 4,6-dihydroxy-5-methoxy-2-(4-octylphenyl)pyrimidine (91.5 g). As a reaction SMILES: [O:1]1[CH:5]=[CH:4][CH:3]=[C:2]1[C:6]1[CH:14]=[C:13]2[C:9]([CH:10]=[CH:11][N:12]2[CH3:15])=[CH:8][CH:7]=1.Cl.C([O:20][C:21](=[NH:38])[CH2:22][C:23]1[C:31]2[C:26](=[CH:27][CH:28]=[CH:29][CH:30]=2)[N:25](C(=O)C(C)(C)C)[CH:24]=1)(C)C.[CH3:39][O-:40].[Na+].[CH3:42]O>>[O:1]1[CH:5]=[CH:4][CH:3]=[C:2]1[C:6]1[CH:14]=[C:13]2[C:9]([C:10]([C:42]3[C:39](=[O:40])[NH:20][C:21](=[O:38])[C:22]=3[C:23]3[C:31]4[C:26](=[CH:27][CH:28]=[CH:29][CH:30]=4)[NH:25][CH:24]=3)=[CH:11][N:12]2[CH3:15])=[CH:8][CH:7]=1 |f:1.2,3.4|. Procedure details: 3-(6-Furan-2-yl-1-methyl-1H-indol-3-yl)-4-(1H-indol-3-yl)pyrrole-2,5-dione was prepared from 6-furan-2-yl-1-methyl-1H-indole and 2-[1-(2,2-dimethylpropionyl)-1H-indol-3-yl]acetimidic acid isopropyl ester hydrochloride followed by deprotection with NaOMe in methanol. The product is O1C(=CC=C1)C1=CC=C2C(=CN(C2=C1)C)C=1C(NC(C1C1=CNC2=CC=CC=C12)=O)=O (3-(6-Furan-2-yl-1-methyl-1H-indol-3-yl)-4-(1H-indol-3-yl)pyrrole-2,5-dione). Reactants: CO (methanol), O1C(=CC=C1)C1=CC=C2C=CN(C2=C1)C (6-furan-2-yl-1-methyl-1H-indole), Cl.C(C)(C)OC(CC1=CN(C2=CC=CC=C12)C(C(C)(C)C)=O)=N (2-[1-(2,2-dimethylpropionyl)-1H-indol-3-yl]acetimidic acid isopropyl ester hydrochloride), C[O-].[Na+] (NaOMe).